Dataset: the Open Reaction Database (ORD), a public repository of structured organic reaction records. Task: describe an organic reaction: reactants, conditions, products, and yield The reactants are CCO, CCOCC, CCOC(C)=O, Cl, NN, CC(C)(C)OC(=O)N1CCC(N2C(=O)c3ccccc3C2=O)CC1, C1COCCO1, O. Product: Cl, CC(C)(C)OC(=O)N1CCC(N)CC1. RXN SMILES: [CH3:25][CH2:26][OH:27].[CH3:38][CH2:39][O:40][CH2:41][CH3:42].[CH3:43][CH2:44][O:45][C:46](=[O:47])[CH3:48].[ClH:37].[NH2:29][NH2:30].[O:1]=[C:2]1[N:3]([CH:12]2[CH2:13][CH2:14][N:15]([C:18](=[O:19])[O:20][C:21]([CH3:22])([CH3:23])[CH3:24])[CH2:16][CH2:17]2)[C:10](=[O:11])[c:5]2[c:4]1[cH:9][cH:8][cH:7][cH:6]2.[O:31]1[CH2:32][CH2:33][O:34][CH2:35][CH2:36]1.[OH2:28]>>[ClH:37].[NH2:3][CH:12]1[CH2:13][CH2:14][N:15]([C:18](=[O:19])[O:20][C:21]([CH3:22])([CH3:23])[CH3:24])[CH2:16][CH2:17]1. Reactants: BrCCCOC=1C=C(C=CC1)C1=NOC2=C1SC=C2 (3-[3-(3-bromo-propoxy)-phenyl]-thieno[2,3-d]isoxazole), C([O-])([O-])=O.[K+].[K+] (potassium carbonate), NC1CCC2=CC=CC=C12 (1-aminoindan). The solvent is C(C)#N (acetonitrile). Product: C1(CCC2=CC=CC=C12)NCC(C)OC1=CC(=CC=C1)C1=NOC2=C1SC=C2 (indan-1-yl-[2-(3-thieno[2,3-d]isoxazol-3-yl-phenoxy)-propyl]-amine). RXN SMILES: BrC[CH2:3][CH2:4][O:5][C:6]1[CH:7]=[C:8]([C:12]2[C:16]3[S:17][CH:18]=[CH:19][C:15]=3[O:14][N:13]=2)[CH:9]=[CH:10][CH:11]=1.[C:20](=O)([O-])[O-].[K+].[K+].[NH2:26][CH:27]1[C:35]2[C:30](=[CH:31][CH:32]=[CH:33][CH:34]=2)[CH2:29][CH2:28]1>C(#N)C>[CH:27]1([NH:26][CH2:20][CH:4]([O:5][C:6]2[CH:11]=[CH:10][CH:9]=[C:8]([C:12]3[C:16]4[S:17][CH:18]=[CH:19][C:15]=4[O:14][N:13]=3)[CH:7]=2)[CH3:3])[C:35]2[C:30](=[CH:31][CH:32]=[CH:33][CH:34]=2)[CH2:29][CH2:28]1 |f:1.2.3|. Procedure details: The title compound is prepared from 3-[3-(3-bromo-propoxy)-phenyl]-thieno[2,3-d]isoxazole, potassium carbonate, 1-aminoindan, and acetonitrile essentially as described above in example 48. Purity by LC/MS (APCI)=97%, [M+H]+=391. Yields the product O=c1[nH]c(=O)n(CCCCl)cc1-c1cccnc1. Reactants: O=C(c1ccccc1)n1c(=O)c(-c2cccnc2)cn(CCCCl)c1=O, CO, N. As a reaction SMILES: [C:1](=[O:2])([c:3]1[cH:4][cH:5][cH:6][cH:7][cH:8]1)[n:9]1[c:10](=[O:26])[n:11]([CH2:22][CH2:23][CH2:24][Cl:25])[cH:12][c:13](-[c:16]2[cH:17][n:18][cH:19][cH:20][cH:21]2)[c:14]1=[O:15].[CH3:28][OH:29].[NH3:27]>>[nH:9]1[c:10](=[O:26])[n:11]([CH2:22][CH2:23][CH2:24][Cl:25])[cH:12][c:13](-[c:16]2[cH:17][n:18][cH:19][cH:20][cH:21]2)[c:14]1=[O:15]. Starting materials: ClC1=C(C(=NC(=N1)C1=CC=NC=C1)NS(=O)(=O)CCC1=CC=CC=C1)C1=CC=C(C=C1)C (2-Phenyl-ethanesulfonic acid (6-chloro-2-pyridin-4-yl-5-p-tolyl-pyrimidin-4-yl)-amide), K-tert. butylate, C(CC(O)(C(=O)O)CC(=O)O)(=O)O (citric acid). Reported procedure: 2-Phenyl-ethanesulfonic acid (6-chloro-2-pyridin-4-yl-5-p-tolyl-pyrimidin-4-yl)-amide (480 mg) was added to a solution of K-tert. butylate (580 mg) in ethylene glycol (5 ml). The mixture was stirred at 11° C. for 72 h before it was diluted with water (100 ml), acidified with 10% aq. citric acid (13 ml). The resulting precipitate was collected, washed with water and diethyl ether and dried to give 2-phenyl-ethanesulfonic acid [6-(2-hydroxy-ethoxy)-2-pyridin-4-yl-5-p-tolyl-pyrimidin-4-yl]-amide as... Reaction SMILES: Cl[C:2]1[N:7]=[C:6]([C:8]2[CH:13]=[CH:12][N:11]=[CH:10][CH:9]=2)[N:5]=[C:4]([NH:14][S:15]([CH2:18][CH2:19][C:20]2[CH:25]=[CH:24][CH:23]=[CH:22][CH:21]=2)(=[O:17])=[O:16])[C:3]=1[C:26]1[CH:31]=[CH:30][C:29]([CH3:32])=[CH:28][CH:27]=1.C(O)(=O)C[C:35](CC(O)=O)([C:37](O)=[O:38])[OH:36]>C(O)CO.O>[OH:36][CH2:35][CH2:37][O:38][C:2]1[N:7]=[C:6]([C:8]2[CH:13]=[CH:12][N:11]=[CH:10][CH:9]=2)[N:5]=[C:4]([NH:14][S:15]([CH2:18][CH2:19][C:20]2[CH:25]=[CH:24][CH:23]=[CH:22][CH:21]=2)(=[O:17])=[O:16])[C:3]=1[C:26]1[CH:31]=[CH:30][C:29]([CH3:32])=[CH:28][CH:27]=1. Run at temperature 11 celsius, time 72 hour. Solvent: O (water), C(CO)O (ethylene glycol). The product is OCCOC1=C(C(=NC(=N1)C1=CC=NC=C1)NS(=O)(=O)CCC1=CC=CC=C1)C1=CC=C(C=C1)C (2-phenyl-ethanesulfonic acid [6-(2-hydroxy-ethoxy)-2-pyridin-4-yl-5-p-tolyl-pyrimidin-4-yl]-amide). Starting materials: COC(=O)CCc1ccc(N2CCN(c3ccc(Br)cc3C)C2=O)cc1, CN(C)C=O, N#C[Cu]. Yields the product COC(=O)CCc1ccc(N2CCN(c3ccc(C#N)cc3C)C2=O)cc1. RXN SMILES: [Br:1][c:2]1[cH:3][c:4]([CH3:26])[c:5]([N:8]2[C:9](=[O:25])[N:10]([c:13]3[cH:14][cH:15][c:16]([CH2:19][CH2:20][C:21](=[O:22])[O:23][CH3:24])[cH:17][cH:18]3)[CH2:11][CH2:12]2)[cH:6][cH:7]1.[CH3:30][N:31]([CH3:32])[CH:33]=[O:34].[Cu:27][C:28]#[N:29]>>[c:2]1([C:28]#[N:29])[cH:3][c:4]([CH3:26])[c:5]([N:8]2[C:9](=[O:25])[N:10]([c:13]3[cH:14][cH:15][c:16]([CH2:19][CH2:20][C:21](=[O:22])[O:23][CH3:24])[cH:17][cH:18]3)[CH2:11][CH2:12]2)[cH:6][cH:7]1.